From a dataset of the Open Reaction Database (ORD), a public repository of structured organic reaction records. describe an organic reaction: reactants, conditions, products, and yield Reactants: CCCC=O, [K+], NCc1ccccc1, [OH-]. Product: CCC=CNCc1ccccc1. RXN SMILES: [CH:9]([CH2:10][CH2:11][CH3:12])=[O:13].[K+:15].[NH2:1][CH2:2][c:3]1[cH:4][cH:5][cH:6][cH:7][cH:8]1.[OH-:14]>>[NH:1]([CH2:2][c:3]1[cH:4][cH:5][cH:6][cH:7][cH:8]1)[CH:9]=[CH:10][CH2:11][CH3:12]. Starting materials: [O-]S(=O)S(=O)[O-].[Na+].[Na+] (Na2S2O4), BrC=1C(=C(C(=NC1)N)[N+](=O)[O-])N1CCN(CC1)CC=1N=CSC1 (5-bromo-3-nitro-4-(4-(thiazol-4-ylmethyl)piperazin-1-yl)pyridin-2-amine), CCO (EtOH), C(C)(C)(C)OC(=O)N1CCN(CC1)CC1=CC=C(C=C1)C=O (tert-butyl-4-(4-formylbenzyl)piperazine-1-carboxylate). The reagents and catalysts are N (NH3). The solvent is C(Cl)Cl (DCM), CN(C)C=O (DMF). Conditions: temperature 85 celsius. The product is BrC=1C(=C2C(=NC1)NC(=N2)C2=CC=C(CN1CCN(CC1)C(=O)OC(C)(C)C)C=C2)N2CCN(CC2)CC=2N=CSC2 (tert-Butyl 4-(4-(6-bromo-7-(4-(thiazol-4-ylmethyl)piperazin-1-yl)-3H-imidazo[4,5-b]pyridin-2-yl)benzyl)piperazine-1-carboxylate). As a reaction SMILES: [Br:1][C:2]1[C:3]([N:12]2[CH2:17][CH2:16][N:15]([CH2:18][C:19]3[N:20]=[CH:21][S:22][CH:23]=3)[CH2:14][CH2:13]2)=[C:4]([N+:9]([O-])=O)[C:5]([NH2:8])=[N:6][CH:7]=1.CCO.[C:27]([O:31][C:32]([N:34]1[CH2:39][CH2:38][N:37]([CH2:40][C:41]2[CH:46]=[CH:45][C:44]([CH:47]=O)=[CH:43][CH:42]=2)[CH2:36][CH2:35]1)=[O:33])([CH3:30])([CH3:29])[CH3:28].[O-]S(S([O-])=O)=O.[Na+].[Na+]>C(Cl)Cl.N.CN(C=O)C>[Br:1][C:2]1[C:3]([N:12]2[CH2:17][CH2:16][N:15]([CH2:18][C:19]3[N:20]=[CH:21][S:22][CH:23]=3)[CH2:14][CH2:13]2)=[C:4]2[N:9]=[C:47]([C:44]3[CH:43]=[CH:42][C:41]([CH2:40][N:37]4[CH2:36][CH2:35][N:34]([C:32]([O:31][C:27]([CH3:28])([CH3:30])[CH3:29])=[O:33])[CH2:39][CH2:38]4)=[CH:46][CH:45]=3)[NH:8][C:5]2=[N:6][CH:7]=1 |f:3.4.5|. Procedure: To a mixture of 5-bromo-3-nitro-4-(4-(thiazol-4-ylmethyl)piperazin-1-yl)pyridin-2-amine (0.054 g, 0.13 mmol), EtOH (2.3 mL) and DMF (0.31 mL), tert-butyl-4-(4-formylbenzyl)piperazine-1-carboxylate (0.045 g, 0.15 mmol, 1.1 eq) was added followed by a freshly prepared aqueous solution of Na2S2O4 (1M; 0.40 mL, 0.40 mmol). The reaction mixture was heated at 85° C. for 24 h, then allowed to cool to room temperature and diluted with DCM and a few drops of aqueous NH3 until complete dissolution was obs... The reactants are C(CC)(=N)NC1=CC=C(C=C1)CCNC(OC(C)(C)C)=O (tert-butyl 2-[4-(propanimidoylamino)phenyl]ethylcarbamate), BrCC(C(C)(C)C)=O (1-bromo-3,3-dimethylbutan-2-one). The product is C(C)(C)(C)C=1N=C(N(C1)C1=CC=C(C=C1)CCNC(OC(C)(C)C)=O)CC (tert-butyl 2-[4-(4-tert-butyl-2-ethyl-1H-imidazol-1-yl)phenyl]ethylcarbamate). As a reaction SMILES: [C:1]([NH:5][C:6]1[CH:11]=[CH:10][C:9]([CH2:12][CH2:13][NH:14][C:15](=[O:21])[O:16][C:17]([CH3:20])([CH3:19])[CH3:18])=[CH:8][CH:7]=1)(=[NH:4])[CH2:2][CH3:3].Br[CH2:23][C:24](=O)[C:25]([CH3:28])([CH3:27])[CH3:26]>>[C:25]([C:24]1[N:4]=[C:1]([CH2:2][CH3:3])[N:5]([C:6]2[CH:11]=[CH:10][C:9]([CH2:12][CH2:13][NH:14][C:15](=[O:21])[O:16][C:17]([CH3:20])([CH3:19])[CH3:18])=[CH:8][CH:7]=2)[CH:23]=1)([CH3:28])([CH3:27])[CH3:26]. Procedure details: The title compound was prepared according to the procedure described in step 4 of Example 26 from tert-butyl 2-[4-(propanimidoylamino)phenyl]ethylcarbamate and 1-bromo-3,3-dimethylbutan-2-one: MS (ESI) m/z 372 [M+H]+. The reactants are FC=1NC=CN1 (2-fluoroimidazole), C1(=CC=CC=C1)C(C1=CC=CC=C1)(C1=CC=CC=C1)Cl (triphenylmethyl chloride). Run in C(Cl)Cl (CH2Cl2), CN(C)C (trimethylamine). Reaction conditions: time 2.5 hour. The product is FC=1N(C=CN1)C(C1=CC=CC=C1)(C1=CC=CC=C1)C1=CC=CC=C1 (2-fluoro-1-triphenylmethylimidazole). The yield is 80.2%. Reaction SMILES: [F:1][C:2]1[NH:3][CH:4]=[CH:5][N:6]=1.[C:7]1([C:13](Cl)([C:20]2[CH:25]=[CH:24][CH:23]=[CH:22][CH:21]=2)[C:14]2[CH:19]=[CH:18][CH:17]=[CH:16][CH:15]=2)[CH:12]=[CH:11][CH:10]=[CH:9][CH:8]=1>C(Cl)Cl.CN(C)C>[F:1][C:2]1[N:3]([C:13]([C:7]2[CH:12]=[CH:11][CH:10]=[CH:9][CH:8]=2)([C:20]2[CH:21]=[CH:22][CH:23]=[CH:24][CH:25]=2)[C:14]2[CH:15]=[CH:16][CH:17]=[CH:18][CH:19]=2)[CH:4]=[CH:5][N:6]=1. Procedure: To a solution of 2-fluoroimidazole (4.45 g.) in CH2Cl2 (100 ml.) and trimethylamine (7.93 ml.) was added triphenylmethyl chloride (14.4 g.) and the mixture was stirred for 2.5 hours. The solution was washed with water and brine, dried (MgSO4), treated with decolourising charcoal, filtered and evaporated. The solid residue was triturated with ether followed by methanol to give 2-fluoro-1-triphenylmethylimidazole (13.6 g.), m.p. 182°-185°. Reactants: C(CCCCCCCCC)(=O)Cl (decanoyl chloride), [N-]=[N+]=[N-].[Na+] (sodium azide), CC(=O)C (acetone), C1(=CC=CC=C1)C (toluene), [N-]=[N+]=[N-] (azide). The solvent is O (water). Reaction conditions: temperature 65 celsius, time 1.5 hour. Product: C(CCCCCCCC)N=C=O (Nonyl Isocyanate). Yield: 47.0%. RXN SMILES: C(Cl)(=O)[CH2:2][CH2:3][CH2:4][CH2:5][CH2:6][CH2:7][CH2:8][CH2:9][CH3:10].[N-]=[N+]=[N-].[Na+].[N-:17]=[N+]=[N-].C1(C)C=CC=CC=1.C[C:28](C)=[O:29]>O>[CH2:2]([N:17]=[C:28]=[O:29])[CH2:3][CH2:4][CH2:5][CH2:6][CH2:7][CH2:8][CH2:9][CH3:10] |f:1.2|. Procedure details: A solution of decanoyl chloride (20 g, 104.8 mmoles) in acetone (30 ml) was dropped into a solution of sodium azide (9.53 g, 146.6 mmoles) in water (30 ml), cooled in an ice bath. The temperature of the azide solution was kept between 10 and 15° C. after one hour, the solution was transferred in a separatory funnel and the lower phase (the aqueous one) was eliminated. The higher phase was transferred into a flask containing 100 ml of toluene, previously warmed at 65° C. After 1.5 hours, the solu... The reactants are FC1=CC=C(C(=O)Cl)C=C1 (4-fluorobenzoyl chloride), alcohol, OCC1=CC=CC(N1)=O (6-(hydroxymethyl)pyridine-2(1H)-one), [H-].[Na+] (NaH). The solvent is C1CCOC1 (THF), C1CCOC1 (THF). Conditions: time 20 minute. Yields the product FC1=CC=C(C(=O)OCC=2NC(C=CC2)=O)C=C1 ((1,6-dihydro-6-oxopyridin-2-yl)methyl 4-fluorobenzoate). Isolated yield 32.5%. RXN SMILES: [OH:1][CH2:2][C:3]1[NH:8][C:7](=[O:9])[CH:6]=[CH:5][CH:4]=1.[H-].[Na+].[F:12][C:13]1[CH:21]=[CH:20][C:16]([C:17](Cl)=[O:18])=[CH:15][CH:14]=1>C1COCC1>[F:12][C:13]1[CH:21]=[CH:20][C:16]([C:17]([O:1][CH2:2][C:3]2[NH:8][C:7](=[O:9])[CH:6]=[CH:5][CH:4]=2)=[O:18])=[CH:15][CH:14]=1 |f:1.2|. Procedure details: In Example 5, 0.2006 grams (1.60 mmole) of 6-(hydroxymethyl)pyridine-2(1H)-one was suspended in 160 mL of THF in a 250 mL round bottom flask under the presence of argon gas. Then, 0.0671 g (1.68 mmole) of 60% NaH dispersed in mineral oil was added and the solution was stirred for 20 min. 0.19 mL (1.58 mmole) of 4-fluorobenzoyl chloride was dissolved in 20 mL of THF and added dropwise into the alcohol reaction mixture at a rate of 10 μL/min. The reaction stirred for 48 hours under the presence of... Starting materials: [BH4-], COC(=O)CC1CCc2cc(NC(C)=O)ccc2C1=O, CC(=O)O, CCOC(C)=O, CO, [Na+], O=S(=O)(O)O. Product: COC(=O)CC1=Cc2ccc(NC(C)=O)cc2CC1. RXN SMILES: [BH4-:1].[C:5]([CH3:6])(=[O:7])[NH:8][c:9]1[cH:10][c:11]2[c:16]([cH:17][cH:18]1)[C:15](=[O:19])[CH:14]([CH2:20][C:21](=[O:22])[O:23][CH3:24])[CH2:13][CH2:12]2.[CH3:30][C:31](=[O:32])[OH:33].[CH3:34][CH2:35][O:36][C:37](=[O:38])[CH3:39].[CH3:3][OH:4].[Na+:2].[S:25](=[O:26])(=[O:27])([OH:28])[OH:29]>>[C:5]([CH3:6])(=[O:7])[NH:8][c:9]1[cH:10][c:11]2[c:16]([cH:17][cH:18]1)[CH:15]=[C:14]([CH2:20][C:21](=[O:22])[O:23][CH3:24])[CH2:13][CH2:12]2.